From a dataset of the Open Reaction Database (ORD), a public repository of structured organic reaction records. describe an organic reaction: reactants, conditions, products, and yield The product is [N+](=O)([O-])CCC(=O)C1=CC=C(C=C1)CCCCCCCC (3-nitro-1-(4-octylphenyl)propan-1-one). Procedure: 3-Chloro-1-(4-octylphenyl)propan-1-one obtained in Example 1 and dimethylformamide (250 mL) are charged into a round bottom flask and stirred for dissolution at 25-30° C. Sodium nitrite (25.66 g) is charged into the flask and the reaction mixture is stirred 25-30° C. for about 90 minutes. The reaction mixture is added to a mixture of water (500 mL) precooled to 0-5° C. and ethyl acetate (250 mL), stirred, and the organic layer is separated. The aqueous layer is extracted with ethyl acetate (250 ... Run in CCCCCC (hexane), C(C)(=O)OCC (ethyl acetate). Run at temperature 27.5 celsius. RXN SMILES: Cl[CH2:2][CH2:3][C:4]([C:6]1[CH:11]=[CH:10][C:9]([CH2:12][CH2:13][CH2:14][CH2:15][CH2:16][CH2:17][CH2:18][CH3:19])=[CH:8][CH:7]=1)=[O:5].CN(C)C=O.[N:25]([O-:27])=[O:26].[Na+].O>CCCCCC.C(OCC)(=O)C>[N+:25]([CH2:2][CH2:3][C:4]([C:6]1[CH:11]=[CH:10][C:9]([CH2:12][CH2:13][CH2:14][CH2:15][CH2:16][CH2:17][CH2:18][CH3:19])=[CH:8][CH:7]=1)=[O:5])([O-:27])=[O:26] |f:2.3|. The reactants are crude compound, O (water), ClCCC(=O)C1=CC=C(C=C1)CCCCCCCC (3-chloro-1-(4-octylphenyl)propan-1-one), CN(C=O)C (dimethylformamide), N(=O)[O-].[Na+] (Sodium nitrite). Reactants: BrCc1ccccc1, O=C([O-])[O-], CN(C)C=O, CCOC(C)=O, [K+], [K+], O=Cc1ccccc1C(=O)[O-]. Product: O=Cc1ccccc1C(=O)OCc1ccccc1. Reaction SMILES: [Br:18][CH2:19][c:20]1[cH:21][cH:22][cH:23][cH:24][cH:25]1.[C:12](=[O:13])([O-:14])[O-:15].[CH3:26][N:27]([CH3:28])[CH:29]=[O:30].[CH3:31][CH2:32][O:33][C:34](=[O:35])[CH3:36].[K+:16].[K+:17].[O-:1][C:2](=[O:3])[c:4]1[cH:5][cH:6][cH:7][cH:8][c:9]1[CH:10]=[O:11]>>[O:1]([C:2](=[O:3])[c:4]1[cH:5][cH:6][cH:7][cH:8][c:9]1[CH:10]=[O:11])[CH2:19][c:20]1[cH:21][cH:22][cH:23][cH:24][cH:25]1. The reactants are CC1=C(C=CC(=C1)C(CCCCCC)O)C1=CC=C(C=C1)C(F)(F)F (1-(2-methyl-4′-trifluoromethyl-biphenyl-4-yl)-heptan-1-ol), C(CCC)P(CCCC)CCCC (tributyl-phosphane), C(C)(=O)OCC (ethyl acetate), C(C)OC(CCNC(C1=CC(=C(C=C1)O)F)=O)=O (3-(3-fluoro-4-hydroxy-benzoylamino)-propionic acid ethyl ester), 1,1′(diazocarbonyl)dipiperidine. Procedure: Combine 1-(2-methyl-4′-trifluoromethyl-biphenyl-4-yl)-heptan-1-ol (0.090 g, 0.25 mmol) and 3-(3-fluoro-4-hydroxy-benzoylamino)-propionic acid ethyl ester (0.050 g, 0.20 mmol) in toluene (1.0 mL). Add 1,1′(diazocarbonyl)dipiperidine (0.076 g, 0.3 mmol) followed by tributyl-phosphane (0.074 mL, 0.3 mmol) under inert atmosphere. Stir at room temperature for 16 hours. Dilute reaction with ethyl acetate filter and remove solvent under reduced pressure. Purify on silica gel chromatography (0-50% Ethyl... The product is C(C)OC(CCNC(C1=CC(=C(C=C1)OC(CCCCCC)C1=CC(=C(C=C1)C1=CC=C(C=C1)C(F)(F)F)C)F)=O)=O (3-{3-Fluoro-4-[1-(2-methyl-4′-trifluoromethyl-biphenyl-4-yl)-heptyloxy]-benzoylamino}-propionic acid ethyl ester). The yield is 89.3%. Reaction SMILES: [CH3:1][C:2]1[CH:7]=[C:6]([CH:8]([OH:15])[CH2:9][CH2:10][CH2:11][CH2:12][CH2:13][CH3:14])[CH:5]=[CH:4][C:3]=1[C:16]1[CH:21]=[CH:20][C:19]([C:22]([F:25])([F:24])[F:23])=[CH:18][CH:17]=1.[CH2:26]([O:28][C:29](=[O:43])[CH2:30][CH2:31][NH:32][C:33](=[O:42])[C:34]1[CH:39]=[CH:38][C:37](O)=[C:36]([F:41])[CH:35]=1)[CH3:27].C(P(CCCC)CCCC)CCC.C(OCC)(=O)C>C1(C)C=CC=CC=1>[CH2:26]([O:28][C:29](=[O:43])[CH2:30][CH2:31][NH:32][C:33](=[O:42])[C:34]1[CH:39]=[CH:38][C:37]([O:15][CH:8]([C:6]2[CH:5]=[CH:4][C:3]([C:16]3[CH:17]=[CH:18][C:19]([C:22]([F:23])([F:24])[F:25])=[CH:20][CH:21]=3)=[C:2]([CH3:1])[CH:7]=2)[CH2:9][CH2:10][CH2:11][CH2:12][CH2:13][CH3:14])=[C:36]([F:41])[CH:35]=1)[CH3:27]. Solvent: C1(=CC=CC=C1)C (toluene). Reaction conditions: time 16 hour.